This data is from the Open Reaction Database (ORD), a public repository of structured organic reaction records. The task is: describe an organic reaction: reactants, conditions, products, and yield Isolated yield 55.0%. Reagents/catalysts: C=1C=CC(=CC1)[P](C=2C=CC=CC2)(C=3C=CC=CC3)[Pd]([P](C=4C=CC=CC4)(C=5C=CC=CC5)C=6C=CC=CC6)([P](C=7C=CC=CC7)(C=8C=CC=CC8)C=9C=CC=CC9)[P](C=1C=CC=CC1)(C=1C=CC=CC1)C=1C=CC=CC1 (Pd(PPh3)4). Procedure: 6-(2-Chloropyridin-3-yl)imidazo[1,2-a]pyridine was synthesized in the similar to 6-(2-chloropyridin-3-yl)benzo[d]thiazole from 6-iodo-imidazo[1,2-a]pyridine (1.0 g, 4.1 mmol), 2-chloro-3-pyridine boronic acid pinacol ester (1.2 g, 5.0 mmol), Pd(PPh3)4 (250 mg, 0.22 mmol) and 2M aq.Na2CO3 (7 mL, 12 mmol) in 1,4-dioxane (50 mL). Workup of the reaction mixture was carried out by sequential steps of concentrating the reaction mixture, extraction with CH2Cl2, drying over MgSO4/Celite®, filtration and... Reaction SMILES: [Cl:1][C:2]1[C:7]([C:8]2[CH:16]=C[C:11]3[N:12]=[CH:13]S[C:10]=3[CH:9]=2)=[CH:6][CH:5]=[CH:4][N:3]=1.IC1C=C[C:21]2[N:22](C=CN=2)C=1.ClC1C(B2OC(C)(C)C(C)(C)O2)=CC=CN=1.C([O-])([O-])=O.[Na+].[Na+]>O1CCOCC1.C1C=CC([P]([Pd]([P](C2C=CC=CC=2)(C2C=CC=CC=2)C2C=CC=CC=2)([P](C2C=CC=CC=2)(C2C=CC=CC=2)C2C=CC=CC=2)[P](C2C=CC=CC=2)(C2C=CC=CC=2)C2C=CC=CC=2)(C2C=CC=CC=2)C2C=CC=CC=2)=CC=1>[Cl:1][C:2]1[C:7]([C:8]2[CH:9]=[CH:10][C:11]3[N:12]([CH:13]=[CH:21][N:22]=3)[CH:16]=2)=[CH:6][CH:5]=[CH:4][N:3]=1 |f:3.4.5,^1:58,60,79,98|. Product: ClC1=NC=CC=C1C=1C=CC=2N(C1)C=CN2 (6-(2-chloropyridin-3-yl)imidazo[1,2-a]pyridine). Solvent: O1CCOCC1 (1,4-dioxane). The reactants are C(=O)([O-])[O-].[Na+].[Na+] (Na2CO3), ClC1=NC=CC=C1C1=CC2=C(N=CS2)C=C1 (6-(2-chloropyridin-3-yl)benzo[d]thiazole), IC=1C=CC=2N(C1)C=CN2 (6-iodo-imidazo[1,2-a]pyridine), ClC1=NC=CC=C1B1OC(C)(C)C(C)(C)O1 (2-chloro-3-pyridine boronic acid pinacol ester). Starting materials: CCCCCCCCCCCCCCCCCCOc1cc(N(CC(=O)O)CC(=O)O)cc([N+](=O)[O-])c1, C1CCOC1, CN(C)C=O. Product: CCCCCCCCCCCCCCCCCCOc1cc(N)cc(N(CC(=O)O)CC(=O)O)c1. RXN SMILES: [C:1](=[O:2])([OH:3])[CH2:4][N:5]([CH2:6][C:7](=[O:8])[OH:9])[c:10]1[cH:11][c:12]([N+:35]([O-:36])=[O:37])[cH:13][c:14]([O:16][CH2:17][CH2:18][CH2:19][CH2:20][CH2:21][CH2:22][CH2:23][CH2:24][CH2:25][CH2:26][CH2:27][CH2:28][CH2:29][CH2:30][CH2:31][CH2:32][CH2:33][CH3:34])[cH:15]1.[CH2:38]1[O:39][CH2:40][CH2:41][CH2:42]1.[O:43]=[CH:44][N:45]([CH3:46])[CH3:47]>>[C:1](=[O:2])([OH:3])[CH2:4][N:5]([CH2:6][C:7](=[O:8])[OH:9])[c:10]1[cH:11][c:12]([NH2:35])[cH:13][c:14]([O:16][CH2:17][CH2:18][CH2:19][CH2:20][CH2:21][CH2:22][CH2:23][CH2:24][CH2:25][CH2:26][CH2:27][CH2:28][CH2:29][CH2:30][CH2:31][CH2:32][CH2:33][CH3:34])[cH:15]1. Starting materials: ClC=1C=CC=2N(N1)C(=CN2)C(O)C=2C=C1C=CC=NC1=CC2 (rac-(6-Chloro-imidazo[1,2-b]pyridazin-3-yl)-quinolin-6-ylmethanol), CN1N=CC(=C1)B1OC(C(O1)(C)C)(C)C (1-methyl-4-(4,4,5,5-tetramethyl-[1,3,2]dioxaborolan-2-yl)-1H-pyrazole), tetrakis-(triphenylphosphine)palladium, C(=O)([O-])[O-].[Na+].[Na+] (Na2CO3), COCCOC (DME). Procedure: A microwave tube was charged with rac-(6-Chloro-imidazo[1,2-b]pyridazin-3-yl)-quinolin-6-ylmethanol (Stage 1.1, 1.12 g, 3.60 mmol), 1-methyl-4-(4,4,5,5-tetramethyl-[1,3,2]dioxaborolan-2-yl)-1H-pyrazole (789 mg, 3.60 mmol), tetrakis-(triphenylphosphine)palladium (210 mg), 2M Na2CO3 (6.5 mL) and DME (11 mL). It was heated at 150° C. under microwave irradiation for 10 min. The RM was taken up with EtOAc and washed with 10% Na2CO3 and brine. The organic layer was dried over Na2SO4, filtered and conc... The solvent is CCOC(=O)C (EtOAc). RXN SMILES: Cl[C:2]1[CH:3]=[CH:4][C:5]2[N:6]([C:8]([CH:11]([C:13]3[CH:14]=[C:15]4[C:20](=[CH:21][CH:22]=3)[N:19]=[CH:18][CH:17]=[CH:16]4)[OH:12])=[CH:9][N:10]=2)[N:7]=1.[CH3:23][N:24]1[CH:28]=[C:27](B2OC(C)(C)C(C)(C)O2)[CH:26]=[N:25]1.C([O-])([O-])=O.[Na+].[Na+].COCCOC>CCOC(C)=O>[CH3:23][N:24]1[CH:28]=[C:27]([C:2]2[CH:3]=[CH:4][C:5]3[N:6]([C:8]([CH:11]([C:13]4[CH:14]=[C:15]5[C:20](=[CH:21][CH:22]=4)[N:19]=[CH:18][CH:17]=[CH:16]5)[OH:12])=[CH:9][N:10]=3)[N:7]=2)[CH:26]=[N:25]1 |f:2.3.4|. Conditions: temperature 150 celsius. The product is CN1N=CC(=C1)C=1C=CC=2N(N1)C(=CN2)C(O)C=2C=C1C=CC=NC1=CC2 ((rac)-[6-(1-Methyl-1H-pyrazol-4-yl)-imidazo[1,2-b]pyridazin-3-yl]-quinolin-6-yl-methanol). Reactants: CN(C)CCCCCCCCCCC (N,N-dimethylundecylamine), Cl (hydrochloric acid), Cl (hydrochloric acid). Solvent: O (water). Reaction conditions: time 2 hour. The product is Cl.C[NH+](C)CCCCCCCCCCC (N,N-dimethylundecylammonium hydrochloride). Reaction SMILES: [CH3:1][N:2]([CH2:4][CH2:5][CH2:6][CH2:7][CH2:8][CH2:9][CH2:10][CH2:11][CH2:12][CH2:13][CH3:14])[CH3:3].[ClH:15]>O>[ClH:15].[CH3:3][NH+:2]([CH2:4][CH2:5][CH2:6][CH2:7][CH2:8][CH2:9][CH2:10][CH2:11][CH2:12][CH2:13][CH3:14])[CH3:1] |f:3.4|. Procedure: 20 g (0.1 mol) of N,N-dimethylundecylamine were added in portions with stirring to 14.8 g (0.15 mol) of concentrated hydrochloric acid (37 wt. %). After the exothermic reaction (up to approx. 35° C.), the highly viscous mixture was diluted with 5 ml of concentrated hydrochloric acid and 5 ml of water, stirred for a further 2 hours and finally left to stand overnight. The aqueous phase was then extracted with 80 ml of methylene chloride, the organic phase dried with sodium sulfate and the solvent... Reactants: ClCCl, O=C1CCCN1CC(O)CCl. Yields the product O=C(CCl)CN1CCCC1=O. Reaction SMILES: [Cl:12][CH2:13][Cl:14].[Cl:1][CH2:2][CH:3]([CH2:4][N:5]1[C:6](=[O:10])[CH2:7][CH2:8][CH2:9]1)[OH:11]>>[Cl:1][CH2:2][C:3]([CH2:4][N:5]1[C:6](=[O:10])[CH2:7][CH2:8][CH2:9]1)=[O:11].